From a dataset of the Open Reaction Database (ORD), a public repository of structured organic reaction records. describe an organic reaction: reactants, conditions, products, and yield Procedure details: To a solution of 6-fluoro-4-hydroxy-naphthalene-2-carboxylic acid methyl ester (3.7 g, 16.8 mmol) in dry DMF (40 mL) was added K2CO3 (3.25 g, 23.5 mmol), benzyl bromide (3.44 g, 20.2 mmol) and Bu4NI (0.02 g) simultaneously at room temperature under nitrogen. The reaction mixture was stirred for 3 hours at room temperature. The mixture was diluted with water (60 mL) and extracted with ethyl acetate (2×100 mL). The combined organic extracts were washed with water (30 mL), brine (30 mL), dried over... Isolated yield 88.2%. Run at time 3 hour. Reagents/catalysts: [N+](CCCC)(CCCC)(CCCC)CCCC.[I-] (Bu4NI). Product: COC(=O)C1=CC2=CC=C(C=C2C(=C1)OCC1=CC=CC=C1)F (4-benzyloxy-6-fluoro-naphthalene-2-carboxylic acid methyl ester). The solvent is CN(C)C=O (DMF), O (water), hexanes. RXN SMILES: [CH3:1][O:2][C:3]([C:5]1[CH:14]=[C:13]([OH:15])[C:12]2[C:7](=[CH:8][CH:9]=[C:10]([F:16])[CH:11]=2)[CH:6]=1)=[O:4].C([O-])([O-])=O.[K+].[K+].[CH2:23](Br)[C:24]1[CH:29]=[CH:28][CH:27]=[CH:26][CH:25]=1.C(OCC)(=O)C>CN(C=O)C.[N+](CCCC)(CCCC)(CCCC)CCCC.[I-].O>[CH3:1][O:2][C:3]([C:5]1[CH:14]=[C:13]([O:15][CH2:23][C:24]2[CH:29]=[CH:28][CH:27]=[CH:26][CH:25]=2)[C:12]2[C:7](=[CH:8][CH:9]=[C:10]([F:16])[CH:11]=2)[CH:6]=1)=[O:4] |f:1.2.3,7.8|. Starting materials: COC(=O)C1=CC2=CC=C(C=C2C(=C1)O)F (6-fluoro-4-hydroxy-naphthalene-2-carboxylic acid methyl ester), C(=O)([O-])[O-].[K+].[K+] (K2CO3), C(C1=CC=CC=C1)Br (benzyl bromide), C(C)(=O)OCC (ethyl acetate).